The task is: describe an organic reaction: reactants, conditions, products, and yield. This data is from the Open Reaction Database (ORD), a public repository of structured organic reaction records. Reactants: C([O-])(O)=O.[Na+] (sodium bicarbonate), O(C(=O)OC(C)(C)C)C(=O)OC(C)(C)C (BOC2O), BrC1=CC=C(CBr)C=C1 (4-bromobenzylbromide), Cl.FCCCN (3-fluoro-propylamine monohydrochloride salt), C(C)(C)N(CC)C(C)C (diisopropylethylamine). Solvent: O (water), CCOC(=O)C (EtOAc), O (water), CN(C)C=O (DMF). Run at temperature 60 celsius, time 24 hour. Product: C(C)(C)(C)OC(N(CCCF)CC1=CC=C(C=C1)Br)=O ((4-bromo-benzyl)-(3-fluoro-propyl)-carbamic acid tert-butyl ester). Yield: 57.8%. As a reaction SMILES: [Br:1][C:2]1[CH:9]=[CH:8][C:5]([CH2:6]Br)=[CH:4][CH:3]=1.Cl.[F:11][CH2:12][CH2:13][CH2:14][NH2:15].C(N(C(C)C)CC)(C)C.C(=O)(O)[O-].[Na+].[O:30](C(OC(C)(C)C)=O)[C:31]([O:33][C:34]([CH3:37])([CH3:36])[CH3:35])=O>CN(C=O)C.CCOC(C)=O.O>[C:34]([O:33][C:31](=[O:30])[N:15]([CH2:6][C:5]1[CH:8]=[CH:9][C:2]([Br:1])=[CH:3][CH:4]=1)[CH2:14][CH2:13][CH2:12][F:11])([CH3:37])([CH3:36])[CH3:35] |f:1.2,4.5|. Procedure details: A solution of 4-bromobenzylbromide 119 (0.30 g, 1.20 mmol) and amine 113 (0.272 g, 2.40 mmol, 2.0 equiv) in anhydrous DMF (8.0 mL) was treated with diisopropylethylamine (Hunig's base, 2.0 mL) at room temperature. The resulting reaction mixture was warmed to 60° C. for 24 h. When TLC and HPLC showed the reaction was complete, the reaction mixture was cooled to 25° C. before being treated with water (8.0 mL). The resulting aqueous solution was then treated with solid sodium bicarbonate (NaHCO3, 0... Reactants: Cl.CN(C)CC1CCC2=C(C(=NO2)C2=CC=CC=C2)C1=O (6,7-Dihydro-5-dimethylaminomethyl-3-phenyl-1,2-benzisoxazol-4(5H)-one hydrochloride), N1CCCCC1 (piperidine). Product: O.Cl.N1(CCCCC1)CC1CCC2=C(C(=NO2)C2=CC=CC=C2)C1=O.N1(CCCCC1)CC1CCC2=C(C(=NO2)C2=CC=CC=C2)C1=O.Cl (6,7-Dihydro-5-(1-piperidinylmethyl)-3-phenyl-1,2-benzisoxazol-4(5H)-one hydrochloride hemihydrate). Reaction SMILES: [ClH:1].[CH3:2][N:3]([CH2:5][CH:6]1[C:20](=[O:21])[C:10]2[C:11]([C:14]3[CH:19]=[CH:18][CH:17]=[CH:16][CH:15]=3)=[N:12][O:13][C:9]=2[CH2:8][CH2:7]1)[CH3:4].[NH:22]1[CH2:27][CH2:26][CH2:25][CH2:24][CH2:23]1>>[OH2:13].[ClH:1].[N:3]1([CH2:5][CH:6]2[C:20](=[O:21])[C:10]3[C:11]([C:14]4[CH:19]=[CH:18][CH:17]=[CH:16][CH:15]=4)=[N:12][O:13][C:9]=3[CH2:8][CH2:7]2)[CH2:2][CH2:25][CH2:24][CH2:23][CH2:4]1.[N:22]1([CH2:5][CH:6]2[C:20](=[O:21])[C:10]3[C:11]([C:14]4[CH:19]=[CH:18][CH:17]=[CH:16][CH:15]=4)=[N:12][O:13][C:9]=3[CH2:8][CH2:7]2)[CH2:27][CH2:26][CH2:25][CH2:24][CH2:23]1.[ClH:1] |f:0.1,3.4.5.6.7|. Reported procedure: 6,7-Dihydro-5-dimethylaminomethyl-3-phenyl-1,2-benzisoxazol-4(5H)-one hydrochloride (0.80 g) was warmed with 5 ml of piperidine (4.31 g) at 90° C. for 20 minutes. The excess piperidine was removed in vacuo and the hydrochloride was formed in ethereal HCl to give 0.95 g of 6,7-dihydro-5-(1-piperidinylmethyl)-3-phenyl-1,2-benzisoxazol-4(5H)-one hydrochloride hemihydrate, m.p. 182°-183° C. Starting materials: C1CCOC1, CCOC(=O)CCCc1c[nH]c2c(-c3noc(-c4ccc(OC(C)C)c(Cl)c4)n3)cccc12, Cl, [Na+], [OH-]. The product is CC(C)Oc1ccc(-c2nc(-c3cccc4c(CCCC(=O)O)c[nH]c34)no2)cc1Cl. Reaction SMILES: [CH2:37]1[O:38][CH2:39][CH2:40][CH2:41]1.[Cl:1][c:2]1[cH:3][c:4](-[c:12]2[n:13][c:14](-[c:17]3[cH:18][cH:19][cH:20][c:21]4[c:22]([CH2:26][CH2:27][CH2:28][C:29](=[O:30])[O:31][CH2:32][CH3:33])[cH:23][nH:24][c:25]34)[n:15][o:16]2)[cH:5][cH:6][c:7]1[O:8][CH:9]([CH3:10])[CH3:11].[ClH:36].[Na+:35].[OH-:34]>>[Cl:1][c:2]1[cH:3][c:4](-[c:12]2[n:13][c:14](-[c:17]3[cH:18][cH:19][cH:20][c:21]4[c:22]([CH2:26][CH2:27][CH2:28][C:29](=[O:30])[OH:31])[cH:23][nH:24][c:25]34)[n:15][o:16]2)[cH:5][cH:6][c:7]1[O:8][CH:9]([CH3:10])[CH3:11].